The task is: describe an organic reaction: reactants, conditions, products, and yield. This data is from the Open Reaction Database (ORD), a public repository of structured organic reaction records. Reactants: Cc1nn(C)c2ncc(C(=O)NCCNC(=O)OC(C)(C)C)cc12, O=C(O)C(F)(F)F. Product: Cc1nn(C)c2ncc(C(=O)NCCN)cc12. RXN SMILES: [CH3:1][n:2]1[n:3][c:4]([CH3:24])[c:5]2[c:6]1[n:7][cH:8][c:9]([C:11](=[O:12])[NH:13][CH2:14][CH2:15][NH:16][C:17](=[O:18])[O:19][C:20]([CH3:21])([CH3:22])[CH3:23])[cH:10]2.[OH:25][C:26]([C:27]([F:28])([F:29])[F:30])=[O:31]>>[CH3:1][n:2]1[n:3][c:4]([CH3:24])[c:5]2[c:6]1[n:7][cH:8][c:9]([C:11](=[O:12])[NH:13][CH2:14][CH2:15][NH2:16])[cH:10]2. The reactants are [O-]S(=O)(=O)[O-].[Na+].[Na+] (Na2SO4), [BH-](OC(=O)C)(OC(=O)C)OC(=O)C.[Na+] (NaBH(OAc)3), COC=1C=CC2=C(N(C(C=N2)=O)CC=O)N1 ([6-(Methyloxy)-3-oxopyrido[2,3-b]pyrazin-4(3H)-yl]acetaldehyde), N1C[C@@H](CCC1)CNC(OCC1=CC=CC=C1)=O (phenylmethyl [(3R)-3-piperidinylmethyl]carbamate). Run in CO.C(Cl)Cl (MeOH DCM). Reaction conditions: time 16 hour. Product: COC=1C=CC2=C(N(C(C=N2)=O)CCN2C[C@@H](CCC2)CNC(OCC2=CC=CC=C2)=O)N1 (Phenylmethyl [((3S)-1-{2-[6-(methyloxy)-3-oxopyrido[2,3-b]pyrazin-4(3H)-yl]ethyl}-3-piperidinyl)methyl]carbamate), solid. Isolated yield 61.0%. RXN SMILES: [CH3:1][O:2][C:3]1[CH:4]=[CH:5][C:6]2[N:11]=[CH:10][C:9](=[O:12])[N:8]([CH2:13][CH:14]=O)[C:7]=2[N:16]=1.[NH:17]1[CH2:22][CH2:21][CH2:20][C@@H:19]([CH2:23][NH:24][C:25](=[O:34])[O:26][CH2:27][C:28]2[CH:33]=[CH:32][CH:31]=[CH:30][CH:29]=2)[CH2:18]1.[O-]S([O-])(=O)=O.[Na+].[Na+].[BH-](OC(C)=O)(OC(C)=O)OC(C)=O.[Na+]>CO.C(Cl)Cl>[CH3:1][O:2][C:3]1[CH:4]=[CH:5][C:6]2[N:11]=[CH:10][C:9](=[O:12])[N:8]([CH2:13][CH2:14][N:17]3[CH2:22][CH2:21][CH2:20][C@@H:19]([CH2:23][NH:24][C:25](=[O:34])[O:26][CH2:27][C:28]4[CH:33]=[CH:32][CH:31]=[CH:30][CH:29]=4)[CH2:18]3)[C:7]=2[N:16]=1 |f:2.3.4,5.6,7.8|. Reported procedure: [6-(Methyloxy)-3-oxopyrido[2,3-b]pyrazin-4(3H)-yl]acetaldehyde (for a preparation see Example 126(e)) (0.30 g, 1.36 mmol) was combined with phenylmethyl [(3R)-3-piperidinylmethyl]carbamate (for a preparation see Example 92(b)) (0.337 g, 1.36 mmol) in a 1:1 MeOH/DCM solution (30 mL). Excess Na2SO4 was added as a drying agent and the solution was stirred at ambient temperature for 16 h. NaBH(OAc)3 (0.86 g, 4.08 mmol) was added and the reaction was stirred an additional 2 h. The resulting solution ... Reactants: OC[C@@H]1CCC(N1)=O ((S)-5-hydroxymethylpyrrolidin-2-one), CC=1C(=NC=C(C1)C)N1CCN(CC1)C(=O)C1=CC=C(C=C1)I ([4-(3,5-dimethylpyridin-2-yl)piperazin-1-yl](4-iodophenyl)methanone). Product: CC=1C(=NC=C(C1)C)N1CCN(CC1)C(=O)C1=CC=C(C=C1)N1C(CC[C@H]1CO)=O ((S)-1-{4-[4-(3,5-dimethylpyridin-2-yl)piperazine-1-carbonyl]phenyl}-5-hydroxymethylpyrrolidin-2-one). The yield is 67.6%. RXN SMILES: [OH:1][CH2:2][C@H:3]1[NH:7][C:6](=[O:8])[CH2:5][CH2:4]1.[CH3:9][C:10]1[C:11]([N:17]2[CH2:22][CH2:21][N:20]([C:23]([C:25]3[CH:30]=[CH:29][C:28](I)=[CH:27][CH:26]=3)=[O:24])[CH2:19][CH2:18]2)=[N:12][CH:13]=[C:14]([CH3:16])[CH:15]=1>>[CH3:9][C:10]1[C:11]([N:17]2[CH2:18][CH2:19][N:20]([C:23]([C:25]3[CH:30]=[CH:29][C:28]([N:7]4[C@H:3]([CH2:2][OH:1])[CH2:4][CH2:5][C:6]4=[O:8])=[CH:27][CH:26]=3)=[O:24])[CH2:21][CH2:22]2)=[N:12][CH:13]=[C:14]([CH3:16])[CH:15]=1. Procedure: Using (S)-5-hydroxymethylpyrrolidin-2-one (127 mg) and [4-(3,5-dimethylpyridin-2-yl)piperazin-1-yl](4-iodophenyl)methanone (421 mg) described in Preparation Example 113 and by the reaction and treatment in the same manner as in Example 1, the title compound (276 mg) was obtained.